From a dataset of the Open Reaction Database (ORD), a public repository of structured organic reaction records. describe an organic reaction: reactants, conditions, products, and yield Reactants: BrC=1C(=C2C(=NC1)NC=C2NC(=O)C2CCCC2)N2C[C@@H](CCC2)NC(OC(C)(C)C)=O ((R)-tert-butyl 1-(5-bromo-3-(cyclopentanecarboxamido)-1H-pyrrolo[2,3-b]pyridin-4-yl)piperidin-3-ylcarbamate), Cl (HCl). Solvent: C(=O)(C(F)(F)F)O (TFA), CCOCC (Et2O), C(Cl)Cl (CH2Cl2). Run at time 30 minute. The product is Cl.N[C@H]1CN(CCC1)C1=C2C(=NC=C1Br)NC=C2NC(=O)C2CCCC2 ((R)—N-(4-(3-aminopiperidin-1-yl)-5-bromo-1H-pyrrolo[2,3-b]pyridin-3-yl)cyclopentanecarboxamide hydrochloride). Isolated yield 62.0%. As a reaction SMILES: [Br:1][C:2]1[C:3]([N:19]2[CH2:24][CH2:23][CH2:22][C@@H:21]([NH:25]C(=O)OC(C)(C)C)[CH2:20]2)=[C:4]2[C:10]([NH:11][C:12]([CH:14]3[CH2:18][CH2:17][CH2:16][CH2:15]3)=[O:13])=[CH:9][NH:8][C:5]2=[N:6][CH:7]=1.[ClH:33]>C(O)(C(F)(F)F)=O.C(Cl)Cl.CCOCC>[ClH:33].[NH2:25][C@@H:21]1[CH2:22][CH2:23][CH2:24][N:19]([C:3]2[C:2]([Br:1])=[CH:7][N:6]=[C:5]3[NH:8][CH:9]=[C:10]([NH:11][C:12]([CH:14]4[CH2:15][CH2:16][CH2:17][CH2:18]4)=[O:13])[C:4]=23)[CH2:20]1 |f:5.6|. Procedure: A solution of (R)-tert-butyl 1-(5-bromo-3-(cyclopentanecarboxamido)-1H-pyrrolo[2,3-b]pyridin-4-yl)piperidin-3-ylcarbamate (65 mg, 0.13 mmol) in neat TFA (5 mL) was stirred at room temperature for 20 minutes. TFA was then removed in vacuo, and the residue was evaporated from CH2Cl2 (10 mL). The oily residue obtained was dissolved in CH2Cl2 (0.5 mL) and treated with 2M HCl in Et2O. After 30 minutes at room temperature, the solid formed was filtered, washed with additional Et2O and dried to provide... Reactants: C([O-])(O)=O.[Na+] (sodium bicarbonate), C(C)#N (acetonitrile), sodium carboxylates, CC(CC(=O)OC(C)OC(=O)NC[C@@H]1CC[C@H](CC1)C(=O)O)C (trans-4-{[1-(3-Methylbutanoyloxy)ethoxycarbonyl]aminomethyl}-Cyclohexanecarboxylic Acid), acyloxyalkyl carbamates, C1[C@@H](CC[C@H](C1)C(=O)O)CN (tranexamic acid). Solvent: mixture, O (water). Product: CC(CC(=O)OC(C)OC(=O)NC[C@@H]1CC[C@H](CC1)C(=O)[O-])C.[Na+] (Sodium trans-4-{[1-(3-Methylbutanoyloxy)ethoxycarbonyl]aminomethyl}-Cyclohexanecarboxylate). RXN SMILES: C1C[C@H](C(O)=O)CC[C@H]1CN.[CH3:12][CH:13]([CH3:34])[CH2:14][C:15]([O:17][CH:18]([O:20][C:21]([NH:23][CH2:24][C@H:25]1[CH2:30][CH2:29][C@H:28]([C:31]([OH:33])=[O:32])[CH2:27][CH2:26]1)=[O:22])[CH3:19])=[O:16].C(=O)(O)[O-].[Na+:39].C(#N)C>O>[CH3:12][CH:13]([CH3:34])[CH2:14][C:15]([O:17][CH:18]([O:20][C:21]([NH:23][CH2:24][C@H:25]1[CH2:26][CH2:27][C@H:28]([C:31]([O-:33])=[O:32])[CH2:29][CH2:30]1)=[O:22])[CH3:19])=[O:16].[Na+:39] |f:2.3,6.7|. Procedure: Following the general procedure for the formation of the corresponding sodium carboxylates of acyloxyalkyl carbamates of tranexamic acid, 1.976 g (6.0 mmol) of trans-4-{[1-(3-methylbutanoyloxy)ethoxy carbonyl]aminomethyl}-cyclohexanecarboxylic acid 19 was reacted with 504.1 mg (6.0 mmol) of sodium bicarbonate (NaHCO3) in 20 mL of a mixture of acetonitrile and water (1:1) to yield 2.11 g (quant.) of the title compound 20 as a colorless powder. 1H NMR (400 MHz, DMSO-d6): δ=0.72-0.84 (m, 2H), 0.89 ... The reactants are solid, O (water), FC1=C(C#N)C=C(C=C1)[N+](=O)[O-] (2-fluoro-5-nitrobenzonitrile), Cl.CNC (dimethylamine hydrochloride), C([O-])(O)=O.[K+] (potassium bicarbonate). Run in CN(C)C=O (DMF). Conditions: temperature 80 celsius. Product: CN(C1=C(C#N)C=C(C=C1)[N+](=O)[O-])C (2-(dimethylamino)-5-nitrobenzonitrile). Isolated yield 100.0%. RXN SMILES: F[C:2]1[CH:9]=[CH:8][C:7]([N+:10]([O-:12])=[O:11])=[CH:6][C:3]=1[C:4]#[N:5].Cl.[CH3:14][NH:15][CH3:16].C(=O)(O)[O-].[K+].O>CN(C=O)C>[CH3:14][N:15]([CH3:16])[C:2]1[CH:9]=[CH:8][C:7]([N+:10]([O-:12])=[O:11])=[CH:6][C:3]=1[C:4]#[N:5] |f:1.2,3.4|. Procedure: 1.66 g (10.0 mmol) of 2-fluoro-5-nitrobenzonitrile, 1.22 g (15.1 mmol) of dimethylamine hydrochloride and 3.46 g (25.1 mmol) of potassium bicarbonate is dissolved, under an argon atmosphere, in DMF (30 ml) then the reaction medium is heated at a temperature of 80° C. for 18 hours. The reaction mixture is cooled down to 0° C. and ice-cooled water is added. The reaction mixture is extracted with ethyl acetate and the organic phase is washed successively with 50 ml of water and 50 ml of salt water,... Reactants: I(=O)(=O)(=O)[O-].[Na+] (sodium periodate), FC(C=1N=CC2=C(N1)CN(CC2)C(=O)OC(C)(C)C)(F)F (tert-butyl 2-(trifluoromethyl)-5,8-dihydropyrido[3,4-d]pyrimidine-7(6H)-carboxylate). Reagents/catalysts: [Ru](=O)=O (ruthenium dioxide). The solvent is C(C)(=O)OCC (ethyl acetate). Reaction conditions: time 4 hour. The product is O=C1N(CCC2=C1N=C(N=C2)C(F)(F)F)C(=O)OC(C)(C)C (tert-Butyl 8-oxo-2-(trifluoromethyl)-5,8-dihydropyrido[3,4-d]pyrimidine-7(6H)-carboxylate). Reaction SMILES: I([O-])(=O)(=O)=[O:2].[Na+].[F:7][C:8]([F:27])([F:26])[C:9]1[N:10]=[CH:11][C:12]2[CH2:18][CH2:17][N:16]([C:19]([O:21][C:22]([CH3:25])([CH3:24])[CH3:23])=[O:20])[CH2:15][C:13]=2[N:14]=1>C(OCC)(=O)C.[Ru](=O)=O>[O:2]=[C:15]1[C:13]2[N:14]=[C:9]([C:8]([F:7])([F:26])[F:27])[N:10]=[CH:11][C:12]=2[CH2:18][CH2:17][N:16]1[C:19]([O:21][C:22]([CH3:23])([CH3:24])[CH3:25])=[O:20] |f:0.1|. Procedure details: To a mixture of 51 mg (0.328 mmol) of ruthenium dioxide and 25.9 mL (11.9 mmol) of 10% sodium periodate aqueous solution was added a solution of 766 mg (2.53 mmol) of tert-butyl 2-(trifluoromethyl)-5,8-dihydropyrido[3,4-d]pyrimidine-7(6H)-carboxylate in 20 mL of ethyl acetate. The mixture was stirred vigorously for 4 h and then partitioned between ethyl acetate and water. The aqueous phase was extracted with 2 additional portions of ethyl acetate. The combined organic fractions were concentrated... Reactants: BrC1=C(N=C2N(C1=O)C=CC=C2)C=O (3-bromo-4-oxo-4H-pyrido[1,2-a]pyrimidine-2-carbaldehyde), C[Mg]Br (methylmagnesium bromide). The solvent is C1CCOC1 (THF). Reaction conditions: temperature 9 celsius. The product is BrC1=C(N=C2N(C1=O)C=CC=C2)C(C)O (3-bromo-2-(1-hydroxyethyl)-4H-pyrido[1,2-a]pyrimidin-4-one). As a reaction SMILES: [Br:1][C:2]1[C:7](=[O:8])[N:6]2[CH:9]=[CH:10][CH:11]=[CH:12][C:5]2=[N:4][C:3]=1[CH:13]=[O:14].[CH3:15][Mg]Br>C1COCC1>[Br:1][C:2]1[C:7](=[O:8])[N:6]2[CH:9]=[CH:10][CH:11]=[CH:12][C:5]2=[N:4][C:3]=1[CH:13]([OH:14])[CH3:15]. Procedure: To a stirred solution of 3-bromo-4-oxo-4H-pyrido[1,2-a]pyrimidine-2-carbaldehyde (2.14 g, 8.46 mmol) in THF (85 mL) was added methylmagnesium bromide (3M in Et2O, 5.64 mL, 16.92 mmol) drop wise at 0° C. The mixture was allowed to warm to 9° C. over 4.5 h, when the reaction was quenched with sat. aq NH4Cl (50 mL), water (50 mL) and extracted with EtOAc (2×50 mL). The combined organic extract were washed with water(50 mL), brine(50 mL), dried over Na2SO4, filtered and cond under reduced pressure t...